This data is from the Open Reaction Database (ORD), a public repository of structured organic reaction records. The task is: describe an organic reaction: reactants, conditions, products, and yield Starting materials: Cl.C(C)(C)(C)OC(CC(CC1=CC=C(C=C1)C1=CC=CC=C1)N)=O (3-amino-4-biphenyl-4-yl-butyric acid tert-butyl ester hydrochloride), CCN(C(C)C)C(C)C (DIPEA), CCN=C=NCCCN(C)C (EDCI), ON1N=NC2=C1N=CC=C2 (1-hydroxy-7-azabenzotriazole), C(C1=CC=CC=C1)OC(CC1(CCCC1)C(=O)O)=O (1-(2-(benzyloxy)-2-oxoethyl)cyclopentanecarboxylic acid), C(C1=CC=CC=C1)OC(=O)C1(CCCC1)CC(=O)O (2-(1-(benzyloxycarbonyl)cyclopentyl)acetic acid). Run in O (H2O), CN(C)C=O (DMF). Run at time 1.5 hour. The product is C(C1=CC=CC=C1)OC(CC1(CCCC1)C(=O)NC(CC(=O)OC(C)(C)C)CC1=CC=C(C=C1)C1=CC=CC=C1)=O (tert-butyl 3-(1-(2-(benzyloxy)-2-oxoethyl)cyclopentanecarboxamido)-4-(biphenyl-4-yl)butanoate). Reaction SMILES: CCN=C=NCCCN(C)C.ON1C2N=CC=CC=2N=N1.[CH2:22]([O:29][C:30](=[O:40])[CH2:31][C:32]1([C:37]([OH:39])=O)[CH2:36][CH2:35][CH2:34][CH2:33]1)[C:23]1[CH:28]=[CH:27][CH:26]=[CH:25][CH:24]=1.C(OC(C1(CC(O)=O)CCCC1)=O)C1C=CC=CC=1.Cl.[C:61]([O:65][C:66](=[O:83])[CH2:67][CH:68]([NH2:82])[CH2:69][C:70]1[CH:75]=[CH:74][C:73]([C:76]2[CH:81]=[CH:80][CH:79]=[CH:78][CH:77]=2)=[CH:72][CH:71]=1)([CH3:64])([CH3:63])[CH3:62].CCN(C(C)C)C(C)C>CN(C=O)C.O>[CH2:22]([O:29][C:30](=[O:40])[CH2:31][C:32]1([C:37]([NH:82][CH:68]([CH2:69][C:70]2[CH:75]=[CH:74][C:73]([C:76]3[CH:81]=[CH:80][CH:79]=[CH:78][CH:77]=3)=[CH:72][CH:71]=2)[CH2:67][C:66]([O:65][C:61]([CH3:64])([CH3:62])[CH3:63])=[O:83])=[O:39])[CH2:33][CH2:34][CH2:35][CH2:36]1)[C:23]1[CH:24]=[CH:25][CH:26]=[CH:27][CH:28]=1 |f:4.5|. Reported procedure: Next, to a solution of EDCI (51.2 mg, 0.267 mmol), 1-hydroxy-7-azabenzotriazole (36.4 mg, 0.267 mmol) and 6:1 mixture of 1-(2-(benzyloxy)-2-oxoethyl)cyclopentanecarboxylic acid and 2-(1-(benzyloxycarbonyl)cyclopentyl)acetic acid (65.6 mg, 0.214 mmol) in DMF (1 ml), which is stirred for 1.5 hours in advance, the crude 3-amino-4-biphenyl-4-yl-butyric acid tert-butyl ester hydrochloride and DIPEA (0.093 ml, 0.535 mmol) are added. After stirring for 2.5 hours, the reaction mixture is diluted with H2... The reactants are COC(=O)C1=Cc2cc(Br)ccc2N(CCC(C)C)CC1, C1CCOC1, Cl, [Na+], [OH-]. The product is CC(C)CCN1CCC(C(=O)O)=Cc2cc(Br)ccc21. As a reaction SMILES: [Br:1][c:2]1[cH:3][cH:4][c:5]2[c:6]([cH:21]1)[CH:7]=[C:8]([C:17](=[O:18])[O:19][CH3:20])[CH2:9][CH2:10][N:11]2[CH2:12][CH2:13][CH:14]([CH3:15])[CH3:16].[CH2:25]1[O:26][CH2:27][CH2:28][CH2:29]1.[ClH:24].[Na+:23].[OH-:22]>>[Br:1][c:2]1[cH:3][cH:4][c:5]2[c:6]([cH:21]1)[CH:7]=[C:8]([C:17](=[O:18])[OH:19])[CH2:9][CH2:10][N:11]2[CH2:12][CH2:13][CH:14]([CH3:15])[CH3:16]. Reactants: CCN=C=NCCCN(C)C, Cc1cccc(Cn2c(C(=O)O)cc3cc(Cl)ccc32)c1, ClCCl, Cl, CC(C)(CN)CO, O, O, On1nnc2ccccc21. Product: Cc1cccc(Cn2c(C(=O)NCC(C)(C)CO)cc3cc(Cl)ccc32)c1. As a reaction SMILES: [CH3:2][N:3]([CH3:4])[CH2:5][CH2:6][CH2:7][N:8]=[C:9]=[N:10][CH2:11][CH3:12].[Cl:24][c:25]1[cH:26][c:27]2[cH:28][c:29]([C:42](=[O:43])[OH:44])[n:30]([CH2:34][c:35]3[cH:36][c:37]([CH3:41])[cH:38][cH:39][cH:40]3)[c:31]2[cH:32][cH:33]1.[Cl:52][CH2:53][Cl:54].[ClH:1].[NH2:45][CH2:46][C:47]([CH2:48][OH:49])([CH3:50])[CH3:51].[OH2:13].[OH2:55].[OH:14][n:15]1[c:16]2[cH:17][cH:18][cH:19][cH:20][c:21]2[n:22][n:23]1>>[Cl:24][c:25]1[cH:26][c:27]2[cH:28][c:29]([C:42](=[O:43])[NH:45][CH2:46][C:47]([CH2:48][OH:49])([CH3:50])[CH3:51])[n:30]([CH2:34][c:35]3[cH:36][c:37]([CH3:41])[cH:38][cH:39][cH:40]3)[c:31]2[cH:32][cH:33]1. Reactants: Cc1cc(NCc2ccc(-c3ccccc3-c3nnn(C(c4ccccc4)(c4ccccc4)c4ccccc4)n3)cc2)c(I)c(C)n1, CO, ClCCl, Cl. The product is Cc1cc(NCc2ccc(-c3ccccc3-c3nnn[nH]3)cc2)c(I)c(C)n1, Cl. Reaction SMILES: [CH3:2][c:3]1[n:4][c:5]([CH3:48])[cH:6][c:7]([NH:10][CH2:11][c:12]2[cH:13][cH:14][c:15](-[c:18]3[c:19](-[c:24]4[n:25][n:26][n:27]([C:29]([c:30]5[cH:31][cH:32][cH:33][cH:34][cH:35]5)([c:36]5[cH:37][cH:38][cH:39][cH:40][cH:41]5)[c:42]5[cH:43][cH:44][cH:45][cH:46][cH:47]5)[n:28]4)[cH:20][cH:21][cH:22][cH:23]3)[cH:16][cH:17]2)[c:8]1[I:9].[CH3:49][OH:50].[Cl:51][CH2:52][Cl:53].[ClH:1]>>[CH3:2][c:3]1[n:4][c:5]([CH3:48])[cH:6][c:7]([NH:10][CH2:11][c:12]2[cH:13][cH:14][c:15](-[c:18]3[c:19](-[c:24]4[nH:25][n:26][n:27][n:28]4)[cH:20][cH:21][cH:22][cH:23]3)[cH:16][cH:17]2)[c:8]1[I:9].[ClH:1]. The reactants are C(#N)C1=CC=C(C(=O)C2=CN=CS2)C=C1 (5-(4-cyanobenzoyl)-thiazole), C(CCC)[Li] (n-butyllithium), C(C)(=O)OCC (ethyl acetate). The reagents and catalysts are [Br-].C[P+](C1=CC=CC=C1)(C1=CC=CC=C1)C1=CC=CC=C1 (methyltriphenylphosphonium bromide). Solvent: CCOCC (ether), CCCCCC (hexane), CCOCC (ether), CCOCC (ether). Reaction conditions: time 1.5 hour. The product is C(#N)C1=CC=C(C=C1)C(=C)C1=CN=CS1 (1-(4-Cyanophenyl)-1-(5-thiazolyl)-ethylene). RXN SMILES: [CH2:1]([Li])CCC.[C:6]([C:8]1[CH:20]=[CH:19][C:11]([C:12]([C:14]2[S:18][CH:17]=[N:16][CH:15]=2)=O)=[CH:10][CH:9]=1)#[N:7].C(OCC)(=O)C>[Br-].C[P+](C1C=CC=CC=1)(C1C=CC=CC=1)C1C=CC=CC=1.CCCCCC.CCOCC>[C:6]([C:8]1[CH:20]=[CH:19][C:11]([C:12]([C:14]2[S:18][CH:17]=[N:16][CH:15]=2)=[CH2:1])=[CH:10][CH:9]=1)#[N:7] |f:3.4|. Procedure: 714 mg of methyltriphenylphosphonium bromide are introduced into 6.7 ml of ether, and 0.973 ml of 1.6M n-butyllithium in hexane is added at 7°. The orange suspension is stirred at the same temperature for 1.5 hours and then reacted with a suspension, cooled to 7°, of 5-(4-cyanobenzoyl)-thiazole (Example 8a) in 3 ml of ether. After stirring for 3 hours at RT, the ether is replaced by ethyl acetate and the mixture is stirred for a further 2 hours under reflux. The solid material is filtered off wi... Run in CN(C=O)C (N,N-dimethylformamide), CN(C=O)C (N,N-dimethylformamide). Reported procedure: A suspension of 677 mg of sodium hydride (55% dispersion in oil) in 10 ml of N,N-dimethylformamide is cooled to 0° C. Thereupon, 5.61 g (20.5 mmol) of diethyl (4-nitrobenzyl)phosphonate are added portionwise. The reaction mixture is left to warm to RT and stirred for 1.5 hours. Thereafter, the mixture is cooled to −10° C. and a solution of 1.5 g (12.1 mmol) of 3-fluorobenzaldehyde in 5 ml N,N-dimethylformamide is added dropwise. Stirring is continued for 30 min at 0° C., then at RT. For the work... Starting materials: FC=1C=C(C=O)C=CC1 (3-fluorobenzaldehyde), C(C)(=O)OCC (ethyl acetate), [H-].[Na+] (sodium hydride), [N+](=O)([O-])C1=CC=C(CP(OCC)(OCC)=O)C=C1 (diethyl (4-nitrobenzyl)phosphonate). The product is FC1=CC(=CC=C1)\C=C\C1=CC=C(C=C1)[N+](=O)[O-] ((E)-1-fluoro-3-[2-(4-nitrophenyl)ethenyl]-benzene). Reaction SMILES: [H-].[Na+].[N+:3]([C:6]1[CH:20]=[CH:19][C:9]([CH2:10]P(=O)(OCC)OCC)=[CH:8][CH:7]=1)([O-:5])=[O:4].[F:21][C:22]1[CH:23]=[C:24]([CH:27]=[CH:28][CH:29]=1)[CH:25]=O.C(OCC)(=O)C>CN(C)C=O>[F:21][C:22]1[CH:29]=[CH:28][CH:27]=[C:24](/[CH:25]=[CH:10]/[C:9]2[CH:8]=[CH:7][C:6]([N+:3]([O-:5])=[O:4])=[CH:20][CH:19]=2)[CH:23]=1 |f:0.1|. Reaction conditions: temperature 0 celsius, time 1.5 hour. The yield is 81.9%. Starting materials: Cc1ccccc1, C=C[Mg+], [Cl-], [Cl-], [NH4+], Cc1cccc(C=O)c1O. Yields the product C=CC(O)c1cccc(C)c1O. As a reaction SMILES: [CH3:17][c:18]1[cH:19][cH:20][cH:21][cH:22][cH:23]1.[CH:12](=[CH2:13])[Mg+:14].[Cl-:11].[Cl-:15].[NH4+:16].[OH:1][c:2]1[c:3]([CH:4]=[O:5])[cH:6][cH:7][cH:8][c:9]1[CH3:10]>>[OH:1][c:2]1[c:3]([CH:4]([OH:5])[CH:12]=[CH2:13])[cH:6][cH:7][cH:8][c:9]1[CH3:10].